Task: describe an organic reaction: reactants, conditions, products, and yield. Dataset: the Open Reaction Database (ORD), a public repository of structured organic reaction records The reactants are C1(CCCCC1)C1C(=C(C(N1C1=CC=C(C=C1)C1=NOC=C1)=O)O)C(C1=CC=C(C=C1)C(=O)OC)=O (5-cyclohexyl-3-hydroxy-1-(4-isoxazol-3-ylphenyl)-4-(4-methoxycarbonylbenzoyl)-1,5-dihydropyrrol-2-one), C1CCOC1 (THF), Cl (hydrochloric acid), [OH-].[Na+] (sodium hydroxide). Solvent: CO (methanol), O (water), C(C)(=O)OCC (ethyl acetate). Run at temperature 80 celsius, time 2 hour. Yields the product C1(CCCCC1)C1C(=C(C(N1C1=CC=C(C=C1)C1=NOC=C1)=O)O)C(C1=CC=C(C=C1)C(=O)O)=O (5-cyclo hexyl-3-hydroxy-1-(4-isoxazol-3-ylphenyl)-4-(4-carboxybenzoyl)-1,5-dihydropyrrol-2-one). Yield: 88.4%. RXN SMILES: [CH:1]1([CH:7]2[N:11]([C:12]3[CH:17]=[CH:16][C:15]([C:18]4[CH:22]=[CH:21][O:20][N:19]=4)=[CH:14][CH:13]=3)[C:10](=[O:23])[C:9]([OH:24])=[C:8]2[C:25](=[O:36])[C:26]2[CH:31]=[CH:30][C:29]([C:32]([O:34]C)=[O:33])=[CH:28][CH:27]=2)[CH2:6][CH2:5][CH2:4][CH2:3][CH2:2]1.C1COCC1.[OH-].[Na+].Cl>O.C(OCC)(=O)C.CO>[CH:1]1([CH:7]2[N:11]([C:12]3[CH:13]=[CH:14][C:15]([C:18]4[CH:22]=[CH:21][O:20][N:19]=4)=[CH:16][CH:17]=3)[C:10](=[O:23])[C:9]([OH:24])=[C:8]2[C:25](=[O:36])[C:26]2[CH:31]=[CH:30][C:29]([C:32]([OH:34])=[O:33])=[CH:28][CH:27]=2)[CH2:2][CH2:3][CH2:4][CH2:5][CH2:6]1 |f:2.3|. Procedure details: To a mixture of 5-cyclohexyl-3-hydroxy-1-(4-isoxazol-3-ylphenyl)-4-(4-methoxycarbonylbenzoyl)-1,5-dihydropyrrol-2-one (1.98 g, 4.07 mmol), THF (20 mL) and methanol (13 mL) was added aqueous 2N sodium hydroxide (5.09 mL). The mixture was stirred at 80° C. for 2 hr. To the mixture was added 2N hydrochloric acid (5.09 mL) under ice-cooling conditions, and ethyl acetate and water were added. The mixture was stirred at r.t. overnight. The precipitate was collected by filtration to give 5-cyclo hexyl-... Starting materials: B(O)O (boronic acid), BrC1=C(C=O)C=CC(=C1)F (2-bromo-4-fluorobenzaldehyde), O1C(=CC=C1)B(O)O (furan-2-ylboronic acid). Yields the product FC1=CC(=C(C=O)C=C1)C=1OC=CC1 (4-fluoro-2-(furan-2-yl)benzaldehyde). As a reaction SMILES: B(O)O.Br[C:5]1[CH:12]=[C:11]([F:13])[CH:10]=[CH:9][C:6]=1[CH:7]=[O:8].[O:14]1[CH:18]=[CH:17][CH:16]=[C:15]1B(O)O>>[F:13][C:11]1[CH:10]=[CH:9][C:6]([CH:7]=[O:8])=[C:5]([C:15]2[O:14][CH:18]=[CH:17][CH:16]=2)[CH:12]=1. Procedure details: 4-fluoro-2-(furan-2-yl)benzaldehyde was prepared using the general boronic acid coupling procedure with 2-bromo-4-fluorobenzaldehyde and furan-2-ylboronic acid (20 mg, 94 mg theoretical, 21.3%). LC-MS m/z 191 (M+1).